Dataset: the Open Reaction Database (ORD), a public repository of structured organic reaction records. Task: describe an organic reaction: reactants, conditions, products, and yield Starting materials: CSC (DMS), OO (H2O2), CC1([C@@H]2CCC(=C)[C@H]1C2)C ((+)-β-pinene), [OH-].[Na+] (NaOH). Solvent: C1CCOC1 (THF), C(C)O (Ethanol), O (water), C1CCOC1 (THF). Reaction conditions: temperature 0 celsius, time 0.5 hour. Product: CC1(C2CCC(C1C2)CO)C (Myrtanol). Isolated yield 93.0%. Reaction SMILES: [CH3:1][C:2]1([CH3:10])[C@@H:8]2[CH2:9][C@H:3]1[CH2:4][CH2:5][C:6]2=[CH2:7].CSC.[OH-:14].[Na+].OO>C1COCC1.O.C(O)C>[CH3:1][C:2]1([CH3:10])[CH:8]2[CH2:9][CH:3]1[CH2:4][CH2:5][CH:6]2[CH2:7][OH:14] |f:2.3|. Reported procedure: (+)-β-pinene (113) (36.6 g; 0.27 mol) was dissolved in THF (100 ml) and cooled down to 0° C. BH3.DMS in THF (2 M; 47.3 ml) was added drop wise. The reaction mixture was stirred for 0.5 h. Ethanol (90 ml) was added. 1 M NaOH (aq) (95 ml) was added. The reaction mixture was cooled to 0° C. 33 ml 30% H2O2 was added drop wise while the temperature was not allowed to rise above 35° C. The reaction mixture was refluxed for 1 h and poured into water (1 l). The solution was extracted with TBME. The comb... Reactants: C(CCCCCCCCCCCCCC)C1CC(CCC1)O (3-pentadecylcyclohexanol), [Cr](=O)(=O)([O-])O[Cr](=O)(=O)[O-].[Na+].[Na+] (sodium dichromate). Solvent: C(C)(=O)O (acetic acid), C(C)(=O)O (acetic acid), O (water). Conditions: temperature 60 celsius. The product is C(CCCCCCCCCCCCCC)C1CC(CCC1)=O (3-pentadecylcyclohexanone). As a reaction SMILES: [CH2:1]([CH:16]1[CH2:21][CH2:20][CH2:19][CH:18]([OH:22])[CH2:17]1)[CH2:2][CH2:3][CH2:4][CH2:5][CH2:6][CH2:7][CH2:8][CH2:9][CH2:10][CH2:11][CH2:12][CH2:13][CH2:14][CH3:15].[Cr](O[Cr]([O-])(=O)=O)([O-])(=O)=O.[Na+].[Na+]>C(O)(=O)C.O>[CH2:1]([CH:16]1[CH2:21][CH2:20][CH2:19][C:18](=[O:22])[CH2:17]1)[CH2:2][CH2:3][CH2:4][CH2:5][CH2:6][CH2:7][CH2:8][CH2:9][CH2:10][CH2:11][CH2:12][CH2:13][CH2:14][CH3:15] |f:1.2.3|. Procedure: A solution of 25 g (80 mmol) of 3-pentadecylcyclohexanol in 190 ml of glacial acetic acid was cooled to about 0° C., with stirring, and a solution of 8.33 g (31.8 mmol) of sodium dichromate in 14 ml of glacial acetic acid and 5 ml of water was added dropwise over 4.5 hours at a temperature below 10° C. The reaction mixture was heated to 60° C. for one hour and vacuum stripped to remove acetic acid. The residue was diluted with water and extracted with ethyl acetate. The extract was washed with a... Product: BrC=1C=C2C(CCOC2=CC1C(=O)NCCC(=O)O)N(C(=O)NC1=CC=C(C=C1)OC(F)(F)F)[C@@H]1CC[C@H](CC1)C(C)(C)C (N-({6-bromo-4-[(trans-4-tert-butylcyclohexyl)({[4-(trifluoromethoxy)phenyl]amino}carbonyl)amino]-3,4-dihydro-2H-chromen-7-yl}carbonyl)-β-alanine). Procedure details: Enantiomer A of methyl 6-bromo-4-[(trans-4-tert-butylcyclohexyl)({[4-(trifluoromethoxy)phenyl]amino}carbonyl)amino]chromane-7-carboxylate (25 mg) was saponified with aqueous LiOH and then coupled to β-alanine methyl ester HCl salt following the procedure described (Example 3/4) to give N-({6-bromo-4-[(trans-4-tert-butylcyclohexyl)({[4-(trifluoromethoxy)phenyl]amino}carbonyl)amino]-3,4-dihydro-2H-chromen-7-yl}carbonyl)-β-alanine. HPLC/MS: m/z=684.2 (M+1), Rt=2.50 min. 1H NMR (DMSO-d6): δ 12.20 (1... RXN SMILES: [Br:1][C:2]1[CH:3]=[C:4]2[C:9](=[CH:10][C:11]=1[C:12](OC)=[O:13])[O:8][CH2:7][CH2:6][CH:5]2[N:16]([C@H:31]1[CH2:36][CH2:35][C@H:34]([C:37]([CH3:40])([CH3:39])[CH3:38])[CH2:33][CH2:32]1)[C:17]([NH:19][C:20]1[CH:25]=[CH:24][C:23]([O:26][C:27]([F:30])([F:29])[F:28])=[CH:22][CH:21]=1)=[O:18].[Li+].[OH-].Cl.C[O:45][C:46](=[O:50])[CH2:47][CH2:48][NH2:49]>>[Br:1][C:2]1[CH:3]=[C:4]2[C:9](=[CH:10][C:11]=1[C:12]([NH:49][CH2:48][CH2:47][C:46]([OH:50])=[O:45])=[O:13])[O:8][CH2:7][CH2:6][CH:5]2[N:16]([C@H:31]1[CH2:36][CH2:35][C@H:34]([C:37]([CH3:38])([CH3:40])[CH3:39])[CH2:33][CH2:32]1)[C:17]([NH:19][C:20]1[CH:25]=[CH:24][C:23]([O:26][C:27]([F:28])([F:30])[F:29])=[CH:22][CH:21]=1)=[O:18] |f:1.2,3.4|. The reactants are BrC=1C=C2C(CCOC2=CC1C(=O)OC)N(C(=O)NC1=CC=C(C=C1)OC(F)(F)F)[C@@H]1CC[C@H](CC1)C(C)(C)C (methyl 6-bromo-4-[(trans-4-tert-butylcyclohexyl)({[4-(trifluoromethoxy)phenyl]amino}carbonyl)amino]chromane-7-carboxylate), [Li+].[OH-] (LiOH), Cl.COC(CCN)=O (β-alanine methyl ester HCl salt). Starting materials: Cl (hydrogen chloride), CC1=C2N(C3=CC=CC=C13)C(C(CC2)CC=2N=CNC2C)=O (8,9-dihydro-10-methyl-7-[(5-methyl-1H-imidazol-4-yl)methyl]pyrido[1,2-a]indol-6(7H)-one). Run in C(C)O (ethanol), CO (methanol), C(C)O (ethanol). Reaction conditions: time 8 hour. Yields the product 8,9-dihydro-10-methyl, Cl.C1=C2C=C3N(C2=CC=C1)C(CC=C3)=O (pyrido[1,2-a]indol-6(7H)-one hydrochloride). As a reaction SMILES: C[C:2]1[C:10]2[C:5](=[CH:6][CH:7]=[CH:8][CH:9]=2)[N:4]2[C:11](=[O:22])[CH:12](CC3N=CNC=3C)[CH2:13][CH2:14][C:3]=12.[ClH:23]>CO.C(O)C>[ClH:23].[CH:9]1[CH:8]=[CH:7][CH:6]=[C:5]2[C:10]=1[CH:2]=[C:3]1[CH:14]=[CH:13][CH2:12][C:11](=[O:22])[N:4]12 |f:4.5|. Reported procedure: The suspension of 8,9-dihydro-10-methyl-7-[(5-methyl-1H-imidazol-4-yl)methyl]pyrido[1,2-a]indol-6(7H)-one (2.0 g) in methanol (60 ml) was treated with hydrogen chloride in ethanol and then diluted with hot aqueous ethanol (water:ethanol, 1:4) to give a clear solution. After filtration of the insoluble materials, the filtrate was evaporated under reduced pressure to about 40 ml and allowed to stand at room temperature overnight. Filtration, followed by washing with ethanol, gave 8,9-dihydro-10-me...